From a dataset of the Open Reaction Database (ORD), a public repository of structured organic reaction records. describe an organic reaction: reactants, conditions, products, and yield Reactants: CC(C)([O-])C.[K+] (potassium t-butoxide), ClCCOC1=CC(=CC=C1)[N+](=O)[O-] (1-(2-chloro-ethoxy)-3-nitrobenzene), ClCS(=O)(=O)C1=CC=CC2=CC=CC=C12 (1-chloromethane-sulfonyl-naphthalene), Cl (HCl). Solvent: C1CCOC1 (THF). Conditions: time 5 hour. Yields the product ClCCOC1=C(C(=CC=C1)[N+](=O)[O-])CS(=O)(=O)C1=CC=CC2=CC=CC=C12 (1-[2-(2-Chloroethoxy)-6-nitrophenylmethanesulfonyl]naphthalene), ClCCOC1=CC(=C(C=C1)CS(=O)(=O)C1=CC=CC2=CC=CC=C12)[N+](=O)[O-] (1-[4-(2-chloro-ethoxy)-2-nitro-phenylmethanesulfonyl]-naphthalene). Reaction SMILES: [Cl:1][CH2:2][CH2:3][O:4][C:5]1[CH:10]=[CH:9][CH:8]=[C:7]([N+:11]([O-:13])=[O:12])[CH:6]=1.Cl[CH2:15][S:16]([C:19]1[C:28]2[C:23](=[CH:24][CH:25]=[CH:26][CH:27]=2)[CH:22]=[CH:21][CH:20]=1)(=[O:18])=[O:17].CC(C)([O-])C.[K+].Cl>C1COCC1>[Cl:1][CH2:2][CH2:3][O:4][C:5]1[CH:10]=[CH:9][CH:8]=[C:7]([N+:11]([O-:13])=[O:12])[C:6]=1[CH2:15][S:16]([C:19]1[C:28]2[C:23](=[CH:24][CH:25]=[CH:26][CH:27]=2)[CH:22]=[CH:21][CH:20]=1)(=[O:17])=[O:18].[Cl:1][CH2:2][CH2:3][O:4][C:5]1[CH:10]=[CH:9][C:8]([CH2:15][S:16]([C:19]2[C:28]3[C:23](=[CH:24][CH:25]=[CH:26][CH:27]=3)[CH:22]=[CH:21][CH:20]=2)(=[O:17])=[O:18])=[C:7]([N+:11]([O-:13])=[O:12])[CH:6]=1 |f:2.3|. Procedure details: A mixture of 1-(2-chloro-ethoxy)-3-nitrobenzene (1.12 g, 5.6 mmoles) and 1-chloromethane-sulfonyl-naphthalene (1.6 g, 6.72 mmoles) was stirred in THF (50 mL) at −78° C., in a round bottom flask under nitrogen. A solution of 1M potassium t-butoxide was added dropwise (16.8 mL, 16.8 mmoles) over a half an hour period. Temperature was allowed to rise to −40° C., and the reaction mixture was stirred at this temperature for 5 hours. The reaction mixture was poured into cold 2N HCl, extracted with EtO... Reactants: BrC1=CC=C(C=C1)S(=O)(=O)OC[C@H]1COC=2C(=C3C=CC(=NC3=CC2)C)O1 ([(2R)-8-methyl-2,3-dihydro[1,4]dioxino[2,3-f]quinolin-2-yl]methyl 4 bromobenzene sulfonate), BrC=1C=C2C=CC(=NC2=CC1)N1CCNCC1 (6-Bromo-2-piperazin-1-yl-quinoline), C([O-])(O)=O.[Na+] (sodium bicarbonate). The solvent is CS(=O)C (dimethylsulfoxide). Run at temperature 75 celsius. Yields the product BrC=1C=C2C=CC(=NC2=CC1)N1CCN(CC1)C[C@H]1COC=2C(=C3C=CC(=NC3=CC2)C)O1 ((2S)-2-{[4-(6-Bromoquinolin-2-yl)piperazin-1-yl]methyl}-8-methyl-2,3-dihydro[1,4]dioxino[2,3-f]quinoline). Isolated yield 39.3%. As a reaction SMILES: BrC1C=CC(S(O[CH2:12][C@@H:13]2[O:27][C:17]3=[C:18]4[C:23](=[CH:24][CH:25]=[C:16]3[O:15][CH2:14]2)[N:22]=[C:21]([CH3:26])[CH:20]=[CH:19]4)(=O)=O)=CC=1.[Br:28][C:29]1[CH:30]=[C:31]2[C:36](=[CH:37][CH:38]=1)[N:35]=[C:34]([N:39]1[CH2:44][CH2:43][NH:42][CH2:41][CH2:40]1)[CH:33]=[CH:32]2.C(=O)(O)[O-].[Na+]>CS(C)=O>[Br:28][C:29]1[CH:30]=[C:31]2[C:36](=[CH:37][CH:38]=1)[N:35]=[C:34]([N:39]1[CH2:40][CH2:41][N:42]([CH2:12][C@@H:13]3[O:27][C:17]4=[C:18]5[C:23](=[CH:24][CH:25]=[C:16]4[O:15][CH2:14]3)[N:22]=[C:21]([CH3:26])[CH:20]=[CH:19]5)[CH2:43][CH2:44]1)[CH:33]=[CH:32]2 |f:2.3|. Reported procedure: To a solution of [(2R)-8-methyl-2,3-dihydro[1,4]dioxino[2,3-f]quinolin-2-yl]methyl 4 bromobenzene sulfonate (2.31 g, 5.13 mmol) in dimethylsulfoxide (123 mL) is added the 6-bromo-2-piperazin-1-yl-quinoline of Step B (1.5 g, 5.13 mmol) and the mixture is heated at 75° C. under nitrogen overnight. The mixture is poured into saturated aqueous sodium bicarbonate and extracted with ethyl acetate. The extracts are dried over anhydrous magnesium sulfate and evaporated to dryness. The residue is flash c... Yield: 60.7%. Solvent: C(C)OCC (diethyl ether), CCOCC (ether). Procedure details: Di-tert-butyl (1S,2R,5R,6R)-2-[(tert-butoxycarbonyl)amino]-3-methylidene-4-oxobicyclo[3.1.0]hexane-2,6-dicarboxylate (1.03 g, 2.43 mmol) in diethyl ether (100 mL) is bubbled with nitrogen gas for 10 minutes. Add 3,4-difluorobenzenethiol (0.36 g, 2.43 mmol) and triethylamine (0.01 mL, 0.05 μmol). The mixture is warmed to 40° C. and stirred for 15 minutes. The mixture is then allowed to cool to ambient temperature, transferred to a separatory funnel, diluted with hexane (40 mL), washed with of 2N ... Reaction SMILES: B.CSC.[C:5]([O:9][C:10]([NH:12][C@@:13]1([C:37]([O:39][C:40]([CH3:43])([CH3:42])[CH3:41])=[O:38])[C@H:18]([CH2:19][S:20][C:21]2[CH:26]=[CH:25][C:24]([F:27])=[C:23]([F:28])[CH:22]=2)[C:17](=[O:29])[C@@H:16]2[C@H:14]1[C@H:15]2[C:30]([O:32][C:33]([CH3:36])([CH3:35])[CH3:34])=[O:31])=[O:11])([CH3:8])([CH3:7])[CH3:6]>C(OCC)C>[C:5]([O:9][C:10]([NH:12][C@@:13]1([C:37]([O:39][C:40]([CH3:43])([CH3:42])[CH3:41])=[O:38])[C@H:18]([CH2:19][S:20][C:21]2[CH:26]=[CH:25][C:24]([F:27])=[C:23]([F:28])[CH:22]=2)[C@@H:17]([OH:29])[C@@H:16]2[C@H:14]1[C@H:15]2[C:30]([O:32][C:33]([CH3:35])([CH3:34])[CH3:36])=[O:31])=[O:11])([CH3:8])([CH3:6])[CH3:7] |f:0.1|. Yields the product C(C)(C)(C)OC(=O)N[C@@]1([C@@H]2[C@H]([C@@H]2[C@@H]([C@H]1CSC1=CC(=C(C=C1)F)F)O)C(=O)OC(C)(C)C)C(=O)OC(C)(C)C (Di-tert-butyl (1S,2R,3S,4S,5R,6R)-2-[(tert-butoxycarbonyl)amino]-3-{[(3,4-difluorophenyl)sulfanyl]methyl}-4-hydroxybicyclo[3.1.0]hexane-2,6-dicarboxylate). Starting materials: R-(+)-2-methyl-CBS-oxazaborolidine, B.CSC (borane methyl sulfide), C(C)(C)(C)OC(=O)N[C@@]1([C@@H]2[C@H]([C@@H]2C([C@H]1CSC1=CC(=C(C=C1)F)F)=O)C(=O)OC(C)(C)C)C(=O)OC(C)(C)C (di-tert-butyl (1S,2R,3S,5R,6R)-2-[(tert-butoxycarbonyl)amino]-3-{[(3,4-difluorophenyl)sulfanyl]methyl}-4-oxobicyclo[3.1.0]hexane-2,6-dicarboxylate).